This data is from the Open Reaction Database (ORD), a public repository of structured organic reaction records. The task is: describe an organic reaction: reactants, conditions, products, and yield Reactants: CC(C)=O, CC1(C)C(CC2OCCO2)CC2CC21C, Cl, O. Product: CC1(C)C(CC=O)CC2CC21C. RXN SMILES: [CH3:16][C:17](=[O:18])[CH3:19].[CH3:1][C:2]12[C:3]([CH3:14])([CH3:15])[CH:4]([CH2:8][CH:9]3[O:10][CH2:13][CH2:12][O:11]3)[CH2:5][CH:6]1[CH2:7]2.[ClH:20].[OH2:21]>>[CH3:1][C:2]12[C:3]([CH3:14])([CH3:15])[CH:4]([CH2:8][CH:9]=[O:10])[CH2:5][CH:6]1[CH2:7]2. Starting materials: Cl (hydrochloric acid), [N+](=O)([O-])C=1C=CC2=C(CC(C3=C(S2)C=CC(=C3)C(C(=O)N)C)=O)C1 (2-(10,11-dihydro-8-nitro-11-oxodibenzo[b,f]thiepin-2-yl)-propionamide), C(C)(=O)O (acetic acid). Reaction conditions: time 3.5 hour. Yields the product [N+](=O)([O-])C=1C=CC2=C(CC(C3=C(S2)C=CC(=C3)C(C(=O)O)C)=O)C1 (2-(10,11-dihydro-8-nitro-11-oxodibenzo[b,f]thiepin-2-yl)-propionic acid). Yield: 43.0%. Reaction SMILES: Cl.[N+:2]([C:5]1[CH:6]=[CH:7][C:8]2[S:14][C:13]3[CH:15]=[CH:16][C:17]([CH:19]([CH3:23])[C:20](N)=[O:21])=[CH:18][C:12]=3[C:11](=[O:24])[CH2:10][C:9]=2[CH:25]=1)([O-:4])=[O:3].C(O)(=[O:28])C>>[N+:2]([C:5]1[CH:6]=[CH:7][C:8]2[S:14][C:13]3[CH:15]=[CH:16][C:17]([CH:19]([CH3:23])[C:20]([OH:28])=[O:21])=[CH:18][C:12]=3[C:11](=[O:24])[CH2:10][C:9]=2[CH:25]=1)([O-:4])=[O:3]. Procedure details: A mixture of 3 ml of conc. hydrochloric acid, 3 ml of acetic acid and 0.33 g of 2-(10,11-dihydro-8-nitro-11-oxodibenzo[b,f]thiepin-2-yl)-propionamide was refluxed with stirring for 3.5 hours. The reaction mixture was concentrated, and to this was added water. Threafter, the resulting mixture was extracted with ethyl acetate, and the extract was reextracted with a saturated sodium hydrogen carbonate solution. The extract was acidified with hydrochloric acid and extracted with ethyl acetate. The e... Procedure: 6-(6-Chloro-imidazo[1,2-b]pyridazin-3-ylmethyl)-5,7-difluoro-quinoline (Stage 171.2, 100 mg, 0.299 mmol) was dissolved in DME (3 mL) under argon atm. 4-(4,4,5,5-Tetramethyl-[1,3,2]dioxaborolan-2-yl)-pyrazole-1-carboxylic acid tert-butyl ester (136 mg, 0.449 mmol) was added, followed by 2 M K2CO3 (0.40 mL) and PdCl2(PPh3)2 (10.5 mg, 0.015 mmol). The RM was stirred at 90° C. for 11 h. It was then taken into a mixture of EtOAc and brine and extracted. The combined organic phase was dried on Na2SO4.... Run in [Cl-].[Na+].O (brine), COCCOC (DME). Starting materials: CCOC(=O)C (EtOAc), ClC=1C=CC=2N(N1)C(=CN2)CC=2C(=C1C=CC=NC1=CC2F)F (6-(6-Chloro-imidazo[1,2-b]pyridazin-3-ylmethyl)-5,7-difluoro-quinoline), C(=O)([O-])[O-].[K+].[K+] (K2CO3), C(C)(C)(C)OC(=O)N1N=CC(=C1)B1OC(C(O1)(C)C)(C)C (4-(4,4,5,5-Tetramethyl-[1,3,2]dioxaborolan-2-yl)-pyrazole-1-carboxylic acid tert-butyl ester). Product: FC1=C2C=CC=NC2=CC(=C1CC1=CN=C2N1N=C(C=C2)C=2C=NNC2)F (5,7-Difluoro-6-[6-(1H-pyrazol-4-yl)-imidazo[1,2-b]pyridazin-3-ylmethyl]-quinoline). The reagents and catalysts are Cl[Pd]([P](C1=CC=CC=C1)(C2=CC=CC=C2)C3=CC=CC=C3)([P](C4=CC=CC=C4)(C5=CC=CC=C5)C6=CC=CC=C6)Cl (PdCl2(PPh3)2). Conditions: temperature 90 celsius, time 11 hour. As a reaction SMILES: Cl[C:2]1[CH:3]=[CH:4][C:5]2[N:6]([C:8]([CH2:11][C:12]3[C:13]([F:23])=[C:14]4[C:19](=[CH:20][C:21]=3[F:22])[N:18]=[CH:17][CH:16]=[CH:15]4)=[CH:9][N:10]=2)[N:7]=1.C(OC([N:31]1[CH:35]=[C:34](B2OC(C)(C)C(C)(C)O2)[CH:33]=[N:32]1)=O)(C)(C)C.C([O-])([O-])=O.[K+].[K+].CCOC(C)=O>COCCOC.[Cl-].[Na+].O.Cl[Pd](Cl)([P](C1C=CC=CC=1)(C1C=CC=CC=1)C1C=CC=CC=1)[P](C1C=CC=CC=1)(C1C=CC=CC=1)C1C=CC=CC=1>[F:23][C:13]1[C:12]([CH2:11][C:8]2[N:6]3[N:7]=[C:2]([C:34]4[CH:35]=[N:31][NH:32][CH:33]=4)[CH:3]=[CH:4][C:5]3=[N:10][CH:9]=2)=[C:21]([F:22])[CH:20]=[C:19]2[C:14]=1[CH:15]=[CH:16][CH:17]=[N:18]2 |f:2.3.4,7.8.9,^1:68,87|. The reactants are C(#N)C=1C=C(CC=2C3=C(SC2C2=CC=C(C=C2)OCCN2CCCC2)C=C(C=C3)O)C=CC1CN1CCCC1 (3-[3-cyano-4-[(1-pyrrolidinyl)methyl]benzyl]-6-hydroxy-2-[4-[2-(1-pyrrolidinyl)ethoxy]phenyl]benzo[b]-thiophene), [H-].[Al+3].[Li+].[H-].[H-].[H-] (lithium aluminum hydride), C1CCOC1 (THF). Run at time 7 hour. The product is [NH4+].[OH-].CO.CCOC(=O)C (NH4OH MeOH EtOAc), product. Isolated yield 24.0%. RXN SMILES: C(C1C=C(C=CC=1CN1CCCC1)CC1C2C=CC(O)=CC=2SC=1C1C=C[C:15]([O:18][CH2:19][CH2:20]N2CCCC2)=[CH:14]C=1)#[N:2].[H-].[Al+3].[Li+].[H-].[H-].[H-].C1C[O:49][CH2:48]C1>>[NH4+:2].[OH-:18].[CH3:48][OH:49].[CH3:20][CH2:19][O:18][C:15]([CH3:14])=[O:49] |f:1.2.3.4.5.6,8.9.10.11|. Procedure details: To 3-[3-cyano-4-[(1-pyrrolidinyl)methyl]benzyl]-6-hydroxy-2-[4-[2-(1-pyrrolidinyl)ethoxy]phenyl]benzo[b]-thiophene (29 mg, 0.054 mmol) in THF (2 mL) at 0° C. under argon was added lithium aluminum hydride (14 mg) in one portion. The resulting mixture was allowed to stir at ambient temperature for 7 h before quenching with water (2 mL) and 1.0M sodium hydroxide (1 mL). The stirring was continued for 30 min. The mixture was further diluted with brine (50 mL) and extracted with dichloromethane (50 ... The reactants are OC(=O)CC1(C(NC2=CC=CC=C12)=O)NC(=O)NC1=CC=C(C=C1)C ((RS)-3-(hydroxycarbonylmethyl)-3-(N'-(4-methylphenyl)ureido)indolin-2-one), C1(CCCCC1)N=C=NC1CCCCC1 (dicyclohexylcarbodiimide), ON1N=NC2=C1C=CC=C2 (1-hydroxybenzotriazole), NC1=CC=C(C=C1)C (p-toluidine). Run in CN(C=O)C (N,N-dimethylformamide). Reaction conditions: time 18 hour. Yields the product CC1=CC=C(C=C1)NC(=O)CC1(C(NC2=CC=CC=C12)=O)NC(=O)NC1=CC=C(C=C1)C ((RS)-3-(4-Methylphenyl)aminocarbonylmethyl-3-(N'-(4-methylphenyl)ureido)indolin-2-one). Yield: 43.8%. As a reaction SMILES: O[C:2]([CH2:4][C:5]1([NH:15][C:16]([NH:18][C:19]2[CH:24]=[CH:23][C:22]([CH3:25])=[CH:21][CH:20]=2)=[O:17])[C:13]2[C:8](=[CH:9][CH:10]=[CH:11][CH:12]=2)[NH:7][C:6]1=[O:14])=[O:3].C1(N=C=NC2CCCCC2)CCCCC1.ON1C2C=CC=CC=2N=N1.[NH2:51][C:52]1[CH:57]=[CH:56][C:55]([CH3:58])=[CH:54][CH:53]=1>CN(C)C=O>[CH3:58][C:55]1[CH:56]=[CH:57][C:52]([NH:51][C:2]([CH2:4][C:5]2([NH:15][C:16]([NH:18][C:19]3[CH:20]=[CH:21][C:22]([CH3:25])=[CH:23][CH:24]=3)=[O:17])[C:13]3[C:8](=[CH:9][CH:10]=[CH:11][CH:12]=3)[NH:7][C:6]2=[O:14])=[O:3])=[CH:53][CH:54]=1. Reported procedure: To a solution of 0.150 g of (RS)-3-(hydroxycarbonylmethyl)-3-(N'-(4-methylphenyl)ureido)indolin-2-one and 0.103 g of dicyclohexylcarbodiimide in 10 ml of N,N-dimethylformamide were added successively 0.074 g of 1-hydroxybenzotriazole and 0.052 g of p-toluidine. The resulting mixture was stirred at room temperature for 18 hours, followed by concentration. The residue was diluted with ethyl acetate and washed successively with dilute hydrochloric acid and saturated aqueous sodium hydrogencarbonate... RXN SMILES: C([N-]C(C)C)(C)C.[Li+].[Cl:9][C:10]([Cl:21])([Cl:20])[C@@H:11]1[N:15]2[CH2:16][CH2:17][CH2:18][C@H:14]2[C:13](=[O:19])[O:12]1.[CH3:22][N+:23]([CH3:25])=[CH2:24].[I-].O>C1COCC1>[CH3:22][N:23]([CH2:25][C@@:14]12[CH2:18][CH2:17][CH2:16][N:15]1[C@@H:11]([C:10]([Cl:9])([Cl:20])[Cl:21])[O:12][C:13]2=[O:19])[CH3:24] |f:0.1,3.4|. Product: CN(C)C[C@@]12N([C@H](OC1=O)C(Cl)(Cl)Cl)CCC2 ((3R,7aR)-7a-Dimethylaminomethyl-3-trichloromethyl-tetrahydro-pyrrolo[1,2-c]oxazol-1-one). Reported procedure: A 1M of solution of lithium diisopropylamide in a 3:5 mixture of hexanes/THF (8.25 ml) is added dropwise to (3R,7aS)-3-trichloromethyl-tetrahydro-pyrrolo[1,2-c]oxazol-1-one (1.51 g, prepared as described by Wang and Germanas Synlett 1999, 33-36.) in THF (5 ml) at −78° C. After stirring 30 minutes at −78° C. Eschenmoser's salt (2.78 g) is added. The reaction mixture is then allowed to warm to −40° C. with vigorous stirring over 1 hour and maintained for 2 hours at −40° C. Water is then added and ... The solvent is C1CCOC1 (THF). Reaction conditions: temperature -78 celsius, time 30 minute. The reactants are solution, C(C)(C)[N-]C(C)C.[Li+] (lithium diisopropylamide), hexanes THF, ClC([C@H]1OC([C@H]2N1CCC2)=O)(Cl)Cl ((3R,7aS)-3-trichloromethyl-tetrahydro-pyrrolo[1,2-c]oxazol-1-one), C[N+](=C)C.[I-] (Eschenmoser's salt), O (Water). As a reaction SMILES: [CH2:1]([C:2]#[CH:3])[OH:4].[CH2:27]([Cl:28])[Cl:29].[CH:8]([CH3:9])([CH3:10])[C:11]1([CH3:25])[C:12](=[O:24])[N:13]=[C:14]2[N:15]1[C:16](=[O:23])[c:17]1[cH:18][cH:19][cH:20][cH:21][c:22]12.[ClH:26].[H-:5].[Na+:6].[Na:7]>>[CH2:1]([C:2]#[CH:3])[O:4][C:16]([c:17]1[cH:18][cH:19][cH:20][cH:21][c:22]1[C:14]1=[N:13][C:12](=[O:24])[C:11]([CH:8]([CH3:9])[CH3:10])([CH3:25])[NH:15]1)=[O:23]. Starting materials: C#CCO, ClCCl, CC(C)C1(C)C(=O)N=C2c3ccccc3C(=O)N21, Cl, [H-], [Na+], [Na]. The product is C#CCOC(=O)c1ccccc1C1=NC(=O)C(C)(C(C)C)N1. Reactants: C(C)(C)(C)OC(NC1=C(C=C(C(=C1)N(C)C)C(F)(F)F)NC(CC(C1=CC(=CC=C1)N1N=NC=C1CCOC1OCCCC1)=O)=O)=O ((RS)-{5-dimethylamino-2-[3-oxo-3-(3-{5-[2-(tetrahydro-pyran-2-yloxy)-ethyl]-[1,2,3]triazol-1-yl}-phenyl) -propionylamino]-4-trifluoromethyl-phenyl}-carbamic acid tert.-butyl ester), C(=O)(C(F)(F)F)O (TFA). The solvent is C(Cl)Cl (CH2Cl2). Yields the product CN(C1=CC2=C(NC(CC(=N2)C2=CC(=CC=C2)N2N=NC=C2CCO)=O)C=C1C(F)(F)F)C (7-Dimethylamino-4-{3-[5-(2-hydroxy-ethyl)-[1,2,3]triazol-1-yl]-phenyl}-8-trifluoromethyl-1,3-dihydro-benzo[b][1,4]diazepin-2-one), solid. Reaction SMILES: C(OC(=O)[NH:7][C:8]1[CH:13]=[C:12]([N:14]([CH3:16])[CH3:15])[C:11]([C:17]([F:20])([F:19])[F:18])=[CH:10][C:9]=1[NH:21][C:22](=[O:46])[CH2:23][C:24](=O)[C:25]1[CH:30]=[CH:29][CH:28]=[C:27]([N:31]2[C:35]([CH2:36][CH2:37][O:38]C3CCCCO3)=[CH:34][N:33]=[N:32]2)[CH:26]=1)(C)(C)C.C(O)(C(F)(F)F)=O>C(Cl)Cl>[CH3:15][N:14]([CH3:16])[C:12]1[C:11]([C:17]([F:18])([F:20])[F:19])=[CH:10][C:9]2[NH:21][C:22](=[O:46])[CH2:23][C:24]([C:25]3[CH:30]=[CH:29][CH:28]=[C:27]([N:31]4[C:35]([CH2:36][CH2:37][OH:38])=[CH:34][N:33]=[N:32]4)[CH:26]=3)=[N:7][C:8]=2[CH:13]=1. Procedure details: The title compound was prepared from (RS)-{5-dimethylamino-2-[3-oxo-3-(3-{5-[2-(tetrahydro-pyran-2-yloxy)-ethyl]-[1,2,3]triazol-1-yl}-phenyl) -propionylamino]-4-trifluoromethyl-phenyl}-carbamic acid tert.-butyl ester (Example M72) by treatment with TFA in CH2Cl2 according to the general procedure N. Obtained as a light yellow solid (179 mg). Reactants: CCCCCC (hexane), FC=1C=C(C=CC1[N+](=O)[O-])C (3-fluoro-4-nitrotoluene), O.O.[Cr](=O)(=O)([O-])O[Cr](=O)(=O)[O-].[Na+].[Na+] (sodium dichromate dihydrate), S(O)(O)(=O)=O (sulfuric acid). The solvent is O (water), O (water). Run at time 1 hour. Product: FC=1C=C(C(=O)O)C=CC1[N+](=O)[O-] (3-fluoro-4-nitrobenzoic acid). RXN SMILES: [F:1][C:2]1[CH:3]=[C:4]([CH3:11])[CH:5]=[CH:6][C:7]=1[N+:8]([O-:10])=[O:9].[OH2:12].[OH2:13].[Cr](O[Cr]([O-])(=O)=O)([O-])(=O)=O.[Na+].[Na+].S(=O)(=O)(O)O.CCCCCC>O>[F:1][C:2]1[CH:3]=[C:4]([CH:5]=[CH:6][C:7]=1[N+:8]([O-:10])=[O:9])[C:11]([OH:13])=[O:12] |f:1.2.3.4.5|. Reported procedure: To a solution of 3-fluoro-4-nitrotoluene (22.45 g, 144.7 mmol) and sodium dichromate dihydrate (60.38 g, 202.6 mmol) in water at 0° C. was added concentrated sulfuric acid (140 mL) dropwise over 3 h. When the addition was complete, the solution was allowed to warm to room temperature over 1 h, and then brought to 90° C. for 1 h. The mixture was allowed to cool to room temperature, diluted with 300 mL water and extracted with ethyl acetate (3×250 mL). The combined organic extracts were concentrat... The reactants are [H-].[Na+] (sodium hydride), C([O-])(O)=O.[Na+] (sodium bicarbonate), BrCCCCBr (1,4-dibromobutane), C1(=CC=CC2=CC=CC=C12)CNC1=CC(=NO1)C1=CC=CC=C1 (naphthalen-1-ylmethyl-(3-phenyl-isoxazol-5-yl)-amine). RXN SMILES: [H-].[Na+].[C:3]1([CH2:13][NH:14][C:15]2[O:19][N:18]=[C:17]([C:20]3[CH:25]=[CH:24][CH:23]=[CH:22][CH:21]=3)[CH:16]=2)[C:12]2[C:7](=[CH:8][CH:9]=[CH:10][CH:11]=2)[CH:6]=[CH:5][CH:4]=1.[Br:26][CH2:27][CH2:28][CH2:29][CH2:30]Br.C(=O)(O)[O-].[Na+]>CN(C=O)C>[Br:26][CH2:27][CH2:28][CH2:29][CH2:30][N:14]([CH2:13][C:3]1[C:12]2[C:7](=[CH:8][CH:9]=[CH:10][CH:11]=2)[CH:6]=[CH:5][CH:4]=1)[C:15]1[O:19][N:18]=[C:17]([C:20]2[CH:25]=[CH:24][CH:23]=[CH:22][CH:21]=2)[CH:16]=1 |f:0.1,4.5|. Run in CN(C)C=O (DMF), CN(C)C=O (DMF). Isolated yield 26.2%. Conditions: time 30 minute. Yields the product BrCCCCN(C1=CC(=NO1)C1=CC=CC=C1)CC1=CC=CC2=CC=CC=C12 ((4-bromo-butyl)-naphthalen-1-ylmethyl-(3-phenyl-isoxazol-5-yl)-amine). Procedure details: Charged flask with a 60% sodium hydride in oil dispersion (64.0 mg, 1.6 mmol) and suspended in DMF (1 ml). A DMF (1 ml) solution of naphthalen-1-ylmethyl-(3-phenyl-isoxazol-5-yl)-amine (300 mg, 1.0 mmol) was added and the mixture stirred under argon at rt for 30 min resulting in a light yellow solution. After adding 1,4-dibromobutane (358 μl, 3.0 mmol), the reaction was stirred at rt for 1 hr, poured into 10% sodium bicarbonate (aq) and extracted with ethyl acetate (3×). The extracts were combin...